From a dataset of the Open Reaction Database (ORD), a public repository of structured organic reaction records. describe an organic reaction: reactants, conditions, products, and yield Starting materials: CN(CCC=C1C2=C(OCC3=C1C=CC=C3)C=CC(=C2)CCOC(C2=CC=CC=C2)(C2=CC=CC=C2)C2=CC=CC=C2)C (11-(3-dimethylaminopropylidene)-2-(2-triphenylmethyloxyethyl)-6,11-dihydrodibenz[b,e]oxepin), O (water), C1(=CC=C(C=C1)S(=O)(=O)O)C (p-toluene sulfonic acid). Solvent: O1CCOCC1 (dioxane). The product is CN(CCC=C1C2=C(OCC3=C1C=CC=C3)C=CC(=C2)CCO)C (11-(3-Dimethylaminopropylidene)-2-(2-hydroxyethyl)-6,11-dihydrodibenz[b,e]oxepin). Yield: 76.1%. RXN SMILES: [CH3:1][N:2]([CH3:43])[CH2:3][CH2:4][CH:5]=[C:6]1[C:12]2[CH:13]=[CH:14][CH:15]=[CH:16][C:11]=2[CH2:10][O:9][C:8]2[CH:17]=[CH:18][C:19]([CH2:21][CH2:22][O:23]C(C3C=CC=CC=3)(C3C=CC=CC=3)C3C=CC=CC=3)=[CH:20][C:7]1=2.O.C1(C)C=CC(S(O)(=O)=O)=CC=1>O1CCOCC1>[CH3:43][N:2]([CH3:1])[CH2:3][CH2:4][CH:5]=[C:6]1[C:12]2[CH:13]=[CH:14][CH:15]=[CH:16][C:11]=2[CH2:10][O:9][C:8]2[CH:17]=[CH:18][C:19]([CH2:21][CH2:22][OH:23])=[CH:20][C:7]1=2. Procedure: In this example, 0.92 g of 11-(3-dimethylaminopropylidene)-2-(2-triphenylmethyloxyethyl)-6,11-dihydrodibenz[b,e]oxepin is dissolved in a mixed solvent of 20 ml of water and 20 ml of dioxane. To the solution is added 60 mg of p-toluene sulfonic acid and the mixture is heated at reflux for two hours. The solvent is distilled away under reduced pressure and the residue is extracted with 200 ml of ethylacetate, washed with saturated aqueous sodium bicarbonate solution and saturated aqueous sodium hy... Starting materials: C1CCOC1 (THF), C(C)OC1=C(C(=CC(=C1)C(=O)OCC)OCC)C1=CC=C(C=C1)F (ethyl 2,6-diethoxy-4′-fluorobiphenyl-4-carboxylate), C1CCOC1 (THF), [H-].[Al+3].[Li+].[H-].[H-].[H-] (lithium aluminum hydride), [OH-].[Na+] (sodium hydroxide). The solvent is O (water), O (Water). Conditions: time 5 minute. The product is C(C)OC1=C(C(=CC(=C1)C=O)OCC)C1=CC=C(C=C1)F (2,6-Diethoxy-4′-fluorobiphenyl-4-carbaldehyde). Yield: 83.9%. RXN SMILES: C1COCC1.[CH2:6]([O:8][C:9]1[CH:14]=[C:13]([C:15](OCC)=[O:16])[CH:12]=[C:11]([O:20][CH2:21][CH3:22])[C:10]=1[C:23]1[CH:28]=[CH:27][C:26]([F:29])=[CH:25][CH:24]=1)[CH3:7].[H-].[Al+3].[Li+].[H-].[H-].[H-].[OH-].[Na+]>O>[CH2:6]([O:8][C:9]1[CH:14]=[C:13]([CH:15]=[O:16])[CH:12]=[C:11]([O:20][CH2:21][CH3:22])[C:10]=1[C:23]1[CH:24]=[CH:25][C:26]([F:29])=[CH:27][CH:28]=1)[CH3:7] |f:2.3.4.5.6.7,8.9|. Reported procedure: A THF (200 mL) solution of ethyl 2,6-diethoxy-4′-fluorobiphenyl-4-carboxylate (50.7 g) was added to a THF (200 mL) suspension of lithium aluminum hydride (4.34 g) under ice cooling. After stirring at the same temperature as above for 30 minutes, water (4.5 mL) and a 1 M aqueous sodium hydroxide solution (4.5 mL) were added thereto, and the mixture was stirred for 5 minutes. Water (13.5 mL) was further added thereto. The reaction mixture was stirred for 1 hour and then filtered through celite, an...